This data is from the Open Reaction Database (ORD), a public repository of structured organic reaction records. The task is: describe an organic reaction: reactants, conditions, products, and yield The reactants are CC(C)(C)OC(=O)N1CCNc2ccccc21, CN1CCCC1=O, CC(C)(C)[O-], N#Cc1ccc(F)cc1, [K+], O. The product is CC(C)(C)OC(=O)N1CCN(c2ccc(C#N)cc2)c2ccccc21. RXN SMILES: [C:1]([CH3:2])([CH3:3])([CH3:4])[O:5][C:6](=[O:7])[N:8]1[CH2:9][CH2:10][NH:11][c:12]2[cH:13][cH:14][cH:15][cH:16][c:17]21.[CH3:18][N:19]1[CH2:20][CH2:21][CH2:22][C:23]1=[O:24].[CH3:34][C:35]([CH3:36])([O-:37])[CH3:38].[F:25][c:26]1[cH:27][cH:28][c:29]([C:30]#[N:31])[cH:32][cH:33]1.[K+:39].[OH2:40]>>[C:1]([CH3:2])([CH3:3])([CH3:4])[O:5][C:6](=[O:7])[N:8]1[CH2:9][CH2:10][N:11]([c:26]2[cH:27][cH:28][c:29]([C:30]#[N:31])[cH:32][cH:33]2)[c:12]2[cH:13][cH:14][cH:15][cH:16][c:17]21. Reaction SMILES: [CH3:35][CH2:36][NH2:37].[CH3:38][CH2:39][O:40][C:41](=[O:42])[CH3:43].[CH3:45][N:46]([CH3:47])[CH:48]=[O:49].[Cl:1][c:2]1[c:3]([NH:25][C:26]([O:27][c:29]2[cH:30][cH:31][cH:32][cH:33][cH:34]2)=[O:28])[cH:4][cH:5][c:6]([O:8][c:9]2[cH:10][cH:11][n:12][c:13]3[cH:14][c:15]([O:23][CH3:24])[c:16]([C:19](=[O:20])[O:21][CH3:22])[cH:17][c:18]23)[cH:7]1.[OH2:44]>>[Cl:1][c:2]1[c:3]([NH:25][C:26](=[O:27])[NH:37][CH2:36][CH3:35])[cH:4][cH:5][c:6]([O:8][c:9]2[cH:10][cH:11][n:12][c:13]3[cH:14][c:15]([O:23][CH3:24])[c:16]([C:19](=[O:20])[O:21][CH3:22])[cH:17][c:18]23)[cH:7]1. Reactants: CCN, CCOC(C)=O, CN(C)C=O, COC(=O)c1cc2c(Oc3ccc(NC(=O)Oc4ccccc4)c(Cl)c3)ccnc2cc1OC, O. Yields the product CCNC(=O)Nc1ccc(Oc2ccnc3cc(OC)c(C(=O)OC)cc23)cc1Cl. Reactants: NC1=CC=CC=C1 (aniline), N1C(=NCC1)CNC1=C(C=CC=C1)N1CCCC1 (N-(4,5-dihydro-1H-imidazol-2-ylmethyl)-2-(1-pyrrolidinyl)aniline), hexamethyleneimine, FC1=C(C=CC=C1)[N+](=O)[O-] (2-fluoronitrobenzene). Yields the product N1(C=CC=CC=C1)C1=C(NCC=2NCCN2)C=CC=C1 (2-(1-azepinyl)-N-(4,5-dihydro-1H-imidazol-2-ylmethyl)aniline). Reaction SMILES: [NH:1]1[CH2:5][CH2:4][N:3]=[C:2]1[CH2:6][NH:7][C:8]1[CH:13]=[CH:12][CH:11]=[CH:10][C:9]=1[N:14]1[CH2:18][CH2:17][CH2:16][CH2:15]1.F[C:20]1C=CC=C[C:21]=1[N+]([O-])=O.NC1C=CC=CC=1>>[N:14]1([C:9]2[CH:10]=[CH:11][CH:12]=[CH:13][C:8]=2[NH:7][CH2:6][C:2]2[NH:1][CH2:5][CH2:4][N:3]=2)[CH:18]=[CH:17][CH:16]=[CH:15][CH:21]=[CH:20]1. Procedure details: Under conditions similar to those used for the preparation of N-(4,5-dihydro-1H-imidazol-2-ylmethyl)-2-(1-pyrrolidinyl)aniline (Example 64), hexamethyleneimine was reacted with 2-fluoronitrobenzene, the nitro group was reduced and the aniline was coupled with CMI to give 2-(1-azepinyl)-N-(4,5-dihydro-1H-imidazol-2-ylmethyl)aniline . The reactants are ClC=1C=C(NC2=C(C=NC3=CC(=C(C=C23)[N+](=O)[O-])N2CCN(CC2)C)C#N)C=CC1F (4-(3-chloro-4-fluoroanilino)-7-(4-methyl-1-piperazinyl)-6-nitro-3-quinolinecarbonitrile), C(C)(=O)O (acetic acid). The reagents and catalysts are [Fe] (iron). Run in CO (MeOH). Yields the product NC=1C=C2C(=C(C=NC2=CC1N1CCN(CC1)C)C#N)NC1=CC(=C(C=C1)F)Cl (6-Amino-4-(3-chloro-4-fluroanilino)-7-(4-methyl-1-piperazinyl)-3-quinolinecarbonitrile). As a reaction SMILES: [Cl:1][C:2]1[CH:3]=[C:4]([CH:28]=[CH:29][C:30]=1[F:31])[NH:5][C:6]1[C:15]2[C:10](=[CH:11][C:12]([N:19]3[CH2:24][CH2:23][N:22]([CH3:25])[CH2:21][CH2:20]3)=[C:13]([N+:16]([O-])=O)[CH:14]=2)[N:9]=[CH:8][C:7]=1[C:26]#[N:27].C(O)(=O)C>CO.[Fe]>[NH2:16][C:13]1[CH:14]=[C:15]2[C:10](=[CH:11][C:12]=1[N:19]1[CH2:20][CH2:21][N:22]([CH3:25])[CH2:23][CH2:24]1)[N:9]=[CH:8][C:7]([C:26]#[N:27])=[C:6]2[NH:5][C:4]1[CH:28]=[CH:29][C:30]([F:31])=[C:2]([Cl:1])[CH:3]=1. Procedure: In the manner of Example 23 4-(3-chloro-4-fluoroanilino)-7-(4-methyl-1-piperazinyl)-6-nitro-3-quinolinecarbonitrile was reduced with iron powder and acetic acid in MeOH to give the title compound as an amorphous solid; ms 411.2 (M+H)+, 206.2 (M+2H)+2. Starting materials: [OH-].[Na+] (sodium hydroxide), COC(=O)[C@@H]1OC(O[C@H]1C(=O)OC)(C1=CC2=CC=C(C(=C2C=C1)Br)OC)C(C)Br (2-(1-bromoethyl)-2-(5-bromo-6-methoxy-2-naphthyl)-1,3-dioxolane-4(R),5(R)-dicarboxylic acid dimethyl ester). The solvent is O (water), CO (methanol). Reaction conditions: time 2 hour. The product is Br[C@@H](C)C1(O[C@H]([C@@H](O1)C(=O)O)C(=O)O)C1=CC2=CC=C(C(=C2C=C1)Br)OC (2-(1(S)-bromoethyl)-2-(5-bromo-6-methoxy-2-naphthyl)-1,3-dioxolane-4(R),5(R)-dicarboxylic acid). Reaction SMILES: [OH-].[Na+].C[O:4][C:5]([C@H:7]1[C@H:11]([C:12]([O:14]C)=[O:13])[O:10][C:9]([CH:29]([Br:31])[CH3:30])([C:16]2[CH:25]=[CH:24][C:23]3[C:18](=[CH:19][CH:20]=[C:21]([O:27][CH3:28])[C:22]=3[Br:26])[CH:17]=2)[O:8]1)=[O:6]>O.CO>[Br:31][C@H:29]([C:9]1([C:16]2[CH:25]=[CH:24][C:23]3[C:18](=[CH:19][CH:20]=[C:21]([O:27][CH3:28])[C:22]=3[Br:26])[CH:17]=2)[O:10][C@@H:11]([C:12]([OH:14])=[O:13])[C@H:7]([C:5]([OH:6])=[O:4])[O:8]1)[CH3:30] |f:0.1|. Procedure: A solution of sodium hydroxide (5.32 g, 0.133 mol) in water (70 ml) was added dropwise in 1 hour, under stirring, to a solution of the diastereoisomer 3 (35.4 g, 0.665 mol) in methanol (250 ml) at 20° C. The reaction mixture was kept at 20° C. for 2 hours; then methanol was removed under reduced pressure mantaining the initial volume of the solution by addition of water. The aqueous solution, so obtained, was extracted with dichloromethane, acidified with conc HCl to pH 1, and extracted with die... The reactants are CC1=C(C(N)=S)C=CC=C1[N+](=O)[O-] (2-methyl-3-nitrobenzothioamide), NN (hydrazine), O (H2O). The solvent is C(C)O (ethanol). Run at temperature 45 celsius. Product: CC1=C(C(NN)=N)C=CC=C1[N+](=O)[O-] (2-methyl-3-nitrobenzimidohydrazide). Isolated yield 86.0%. As a reaction SMILES: [CH3:1][C:2]1[C:10]([N+:11]([O-])=[O:12])=[CH:9][CH:8]=[CH:7][C:3]=1[C:4](=S)[NH2:5].[NH2:14][NH2:15].[OH2:16]>C(O)C>[CH3:1][C:2]1[C:10]([N+:11]([O-:12])=[O:16])=[CH:9][CH:8]=[CH:7][C:3]=1[C:4](=[NH:5])[NH:14][NH2:15]. Procedure details: To a solution of 2-methyl-3-nitrobenzothioamide (2.50 g, 12.74 mmol) in ethanol (50 mL) at rt was added hydrazine, H2O (12.49 mL, 255 mmol). The mixture was heated at 45° C. for 4 hr and then concentrated under vacuum to a volume of approximately 20 mL. The residue was diluted with water (20 mL) and extracted with CH2Cl2 (5×50 mL). The combined extract was dried over anhydrous MgSO4. Removal of solvent under vacuum provide the desired product, 2-methyl-3-nitrobenzimidohydrazide (2.12 g, 10.92 mm... The reactants are Nc1nc2c(Oc3cc(Cl)ncn3)cccc2s1, Cl, FC(F)(F)C1CCNCC1, [K+], [K+], O=C([O-])[O-], CN(C)C=O, O. Yields the product Nc1nc2c(Oc3cc(N4CCC(C(F)(F)F)CC4)ncn3)cccc2s1. RXN SMILES: [Cl:1][c:2]1[cH:3][c:4]([O:8][c:9]2[cH:10][cH:11][cH:12][c:13]3[c:14]2[n:15][c:16]([NH2:18])[s:17]3)[n:5][cH:6][n:7]1.[ClH:25].[F:26][C:27]([CH:28]1[CH2:29][CH2:30][NH:31][CH2:32][CH2:33]1)([F:34])[F:35].[K+:19].[K+:20].[O-:21][C:22]([O-:23])=[O:24].[O:37]=[CH:38][N:39]([CH3:40])[CH3:41].[OH2:36]>>[c:2]1([N:31]2[CH2:30][CH2:29][CH:28]([C:27]([F:26])([F:34])[F:35])[CH2:33][CH2:32]2)[cH:3][c:4]([O:8][c:9]2[cH:10][cH:11][cH:12][c:13]3[c:14]2[n:15][c:16]([NH2:18])[s:17]3)[n:5][cH:6][n:7]1. Starting materials: CS(C)=O, CC(=O)c1ccc(Cl)nc1, O, CC(C)(C)OC(=O)N1CCC(O)CC1. Yields the product CC(=O)c1ccc(OC2CCN(C(=O)OC(C)(C)C)CC2)nc1. As a reaction SMILES: [CH3:26][S:27]([CH3:28])=[O:29].[Cl:15][c:16]1[cH:17][cH:18][c:19]([C:22]([CH3:23])=[O:24])[cH:20][n:21]1.[OH2:25].[OH:1][CH:2]1[CH2:3][CH2:4][N:5]([C:8](=[O:9])[O:10][C:11]([CH3:12])([CH3:13])[CH3:14])[CH2:6][CH2:7]1>>[O:1]([CH:2]1[CH2:3][CH2:4][N:5]([C:8](=[O:9])[O:10][C:11]([CH3:12])([CH3:13])[CH3:14])[CH2:6][CH2:7]1)[c:16]1[cH:17][cH:18][c:19]([C:22]([CH3:23])=[O:24])[cH:20][n:21]1.